This data is from the Open Reaction Database (ORD), a public repository of structured organic reaction records. The task is: describe an organic reaction: reactants, conditions, products, and yield Starting materials: OCC=1C=C(C=CC1)CC(C(=O)OCC)OC(C)C (ethyl 3-[3-(hydroxymethyl)phenyl]-2-isopropoxypropanoate), ClC1=CC=C(C=C1)N=C=O (4-chlorophenylisocyanate). Yields the product ClC1=CC=C(NC(=O)OCC=2C=C(C=CC2)CC(C(=O)O)OC(C)C)C=C1 (3-[3-({[(4-Chloroanilino)carbonyl]oxy}methyl)phenyl]-2-isopropoxypropanoic acid). Reaction SMILES: [OH:1][CH2:2][C:3]1[CH:4]=[C:5]([CH2:9][CH:10]([O:16][CH:17]([CH3:19])[CH3:18])[C:11]([O:13]CC)=[O:12])[CH:6]=[CH:7][CH:8]=1.[Cl:20][C:21]1[CH:26]=[CH:25][C:24]([N:27]=[C:28]=[O:29])=[CH:23][CH:22]=1>>[Cl:20][C:21]1[CH:26]=[CH:25][C:24]([NH:27][C:28]([O:1][CH2:2][C:3]2[CH:4]=[C:5]([CH2:9][CH:10]([O:16][CH:17]([CH3:18])[CH3:19])[C:11]([OH:13])=[O:12])[CH:6]=[CH:7][CH:8]=2)=[O:29])=[CH:23][CH:22]=1. Procedure details: Using ethyl 3-[3-(hydroxymethyl)phenyl]-2-isopropoxypropanoate and 4-chlorophenylisocyanate, the title compound was obtained in the same manner as described in Example 148. Starting materials: [BH4-], CCO, CC(=O)CC(O)c1cccc(C(=O)C(C(=O)c2cccc(F)c2)=C2Nc3ccccc3N2)c1, [Na+]. Yields the product CC(O)CC(O)c1cccc(C(=O)C(C(=O)c2cccc(F)c2)=C2Nc3ccccc3N2)c1. As a reaction SMILES: [BH4-:34].[CH3:36][CH2:37][OH:38].[NH:1]1[C:2](=[C:10]([C:11](=[O:12])[c:13]2[cH:14][c:15]([F:19])[cH:16][cH:17][cH:18]2)[C:20](=[O:21])[c:22]2[cH:23][c:24]([CH:28]([CH2:29][C:30]([CH3:31])=[O:32])[OH:33])[cH:25][cH:26][cH:27]2)[NH:3][c:4]2[c:5]1[cH:6][cH:7][cH:8][cH:9]2.[Na+:35]>>[NH:1]1[C:2](=[C:10]([C:11](=[O:12])[c:13]2[cH:14][c:15]([F:19])[cH:16][cH:17][cH:18]2)[C:20](=[O:21])[c:22]2[cH:23][c:24]([CH:28]([CH2:29][CH:30]([CH3:31])[OH:32])[OH:33])[cH:25][cH:26][cH:27]2)[NH:3][c:4]2[c:5]1[cH:6][cH:7][cH:8][cH:9]2. Starting materials: COC(=O)c1ccc(O)c(C#N)c1, CC[Zn]CC, CCOC(C)=O, [Cl-], ClCI, ClCCCl, [NH4+], [NH4+], [OH-]. Product: COC(=O)c1ccc(OC(C)C)c(C#N)c1. As a reaction SMILES: [C:1](#[N:2])[c:3]1[cH:4][c:5]([C:6](=[O:7])[O:8][CH3:9])[cH:10][cH:11][c:12]1[OH:13].[CH2:17]([Zn:18][CH2:20][CH3:21])[CH3:19].[CH3:30][CH2:31][O:32][C:33]([CH3:34])=[O:35].[Cl-:22].[Cl:14][CH2:15][I:16].[Cl:26][CH2:27][CH2:28][Cl:29].[NH4+:23].[NH4+:25].[OH-:24]>>[C:1](#[N:2])[c:3]1[cH:4][c:5]([C:6](=[O:7])[O:8][CH3:9])[cH:10][cH:11][c:12]1[O:13][CH:20]([CH3:15])[CH3:21]. Reactants: Cl.Cl.Cl.N1(CCCCC1)CC=1C=C(OCCCNC(C(N)=N)=N)C=CC1 (N-[3-(3-piperidinomethylphenoxy)propyl]ethanediimidamide trihydrochloride), S(Cl)Cl (SCl2). The solvent is CN(C)C=O (DMF), CN(C)C=O (DMF). Yields the product NC1=NSN=C1NCCCOC1=CC(=CC=C1)CN1CCCCC1 (3-Amino-4-[3-(3-piperidinomethylphenoxy)propylamino]-1,2,5-thiadiazole). RXN SMILES: Cl.Cl.Cl.[N:4]1([CH2:10][C:11]2[CH:12]=[C:13]([CH:24]=[CH:25][CH:26]=2)[O:14][CH2:15][CH2:16][CH2:17][NH:18][C:19](=[NH:23])[C:20](=[NH:22])[NH2:21])[CH2:9][CH2:8][CH2:7][CH2:6][CH2:5]1.[S:27](Cl)Cl>CN(C=O)C>[NH2:22][C:20]1[C:19]([NH:18][CH2:17][CH2:16][CH2:15][O:14][C:13]2[CH:24]=[CH:25][CH:26]=[C:11]([CH2:10][N:4]3[CH2:9][CH2:8][CH2:7][CH2:6][CH2:5]3)[CH:12]=2)=[N:23][S:27][N:21]=1 |f:0.1.2.3|. Reported procedure: To a stirred suspension of N-[3-(3-piperidinomethylphenoxy)propyl]ethanediimidamide trihydrochloride (854 mg; 2 mmoles) in 6 mL of DMF under N2 in an ice bath was added SCl2 (206 mg; 2 mmoles) in 2 mL of DMF. The reaction mixture was stirred at ambient temperature and the title compound was produced.